Task: describe an organic reaction: reactants, conditions, products, and yield. Dataset: the Open Reaction Database (ORD), a public repository of structured organic reaction records Starting materials: C1CCOC1, CC(C)(C)C(=O)Cl, [Cl-], OC(c1cccs1)c1cnccc1Cl, [H-], [NH4+], [Na+]. The product is CC(C)(C)C(=O)OC(c1cccs1)c1cnccc1Cl. As a reaction SMILES: [CH2:26]1[O:27][CH2:28][CH2:29][CH2:30]1.[CH3:15][C:16]([C:17](=[O:18])[Cl:19])([CH3:20])[CH3:21].[Cl-:24].[Cl:1][c:2]1[c:3]([CH:8]([OH:9])[c:10]2[s:11][cH:12][cH:13][cH:14]2)[cH:4][n:5][cH:6][cH:7]1.[H-:22].[NH4+:25].[Na+:23]>>[Cl:1][c:2]1[c:3]([CH:8]([O:9][C:17]([C:16]([CH3:15])([CH3:20])[CH3:21])=[O:18])[c:10]2[s:11][cH:12][cH:13][cH:14]2)[cH:4][n:5][cH:6][cH:7]1. Reported procedure: tert-Butyl 4-(4-aminobenzoyl)piperazine-1-carboxylate (4.98 mmol, 1.520 g) was dissolved in dichloromethane and trifluoroacetic acid added. The reaction was left overnight and then treated to SCX purification. The intermediate amine was combined with 2-(4-(bromomethyl)phenyl)-1,1,1,3,3,3-hexafluoropropan-2-ol (4.98 mmol, 1.678 g) and potassium carbonate (4.98 mmol, 0.688 g) in acetonitrile (30 mL) and stirred overnight. The reaction was concentrated under reduced pressure and the residue partiti... Conditions: time 8 hour. Run in C(C)#N (acetonitrile), ClCCl (dichloromethane). Reactants: BrCC1=CC=C(C=C1)C(C(F)(F)F)(C(F)(F)F)O (2-(4-(bromomethyl)phenyl)-1,1,1,3,3,3-hexafluoropropan-2-ol), NC1=CC=C(C(=O)N2CCN(CC2)C(=O)OC(C)(C)C)C=C1 (tert-Butyl 4-(4-aminobenzoyl)piperazine-1-carboxylate), FC(C(=O)O)(F)F (trifluoroacetic acid), amine, C([O-])([O-])=O.[K+].[K+] (potassium carbonate). The product is NC1=CC=C(C=C1)C(=O)N1CCN(CC1)CC1=CC=C(C=C1)C(C(F)(F)F)(C(F)(F)F)O ((4-Aminophenyl)(4-(4-(1,1,1,3,3,3-hexafluoro-2-hydroxypropan-2-yl)benzyl)piperazin-1-yl)methanone). The yield is 54.4%. Reaction SMILES: [NH2:1][C:2]1[CH:22]=[CH:21][C:5]([C:6]([N:8]2[CH2:13][CH2:12][N:11]([C:14](OC(C)(C)C)=O)[CH2:10][CH2:9]2)=[O:7])=[CH:4][CH:3]=1.FC(F)(F)C(O)=O.BrC[C:32]1[CH:37]=[CH:36][C:35]([C:38]([OH:47])([C:43]([F:46])([F:45])[F:44])[C:39]([F:42])([F:41])[F:40])=[CH:34][CH:33]=1.C(=O)([O-])[O-].[K+].[K+]>ClCCl.C(#N)C>[NH2:1][C:2]1[CH:3]=[CH:4][C:5]([C:6]([N:8]2[CH2:9][CH2:10][N:11]([CH2:14][C:32]3[CH:37]=[CH:36][C:35]([C:38]([OH:47])([C:43]([F:44])([F:46])[F:45])[C:39]([F:42])([F:40])[F:41])=[CH:34][CH:33]=3)[CH2:12][CH2:13]2)=[O:7])=[CH:21][CH:22]=1 |f:3.4.5|. Starting materials: C(N)(O[C@H](C(C1=CNC2=CC=CC=C12)C(C)(C)C)C=1SCC(N1)(C)O)=O (tert-butyl-(1R)-1-(4-hydroxy-4-methyl-4,5-dihydrothiazol-2-yl)-2-(1H-indol-3-yl)ethyl carbamate), S(=O)(=O)([O-])[O-].[Na+].[Na+] (sodium sulphate). The solvent is C1(=CC=CC=C1)C (toluol). Reaction conditions: time 1 hour. The product is C(N)(O[C@H](C(C1=CNC2=CC=CC=C12)C(C)(C)C)C=1SC=C(N1)C)=O ((R)-tert-butyl-2-(1H-indol-3-yl)-1-(4-methylthiazol-2-yl)ethyl carbamate). RXN SMILES: [C:1](=[O:26])([O:3][C@@H:4]([C:19]1[S:20][CH2:21][C:22](O)([CH3:24])[N:23]=1)[CH:5]([C:15]([CH3:18])([CH3:17])[CH3:16])[C:6]1[C:14]2[C:9](=[CH:10][CH:11]=[CH:12][CH:13]=2)[NH:8][CH:7]=1)[NH2:2].S([O-])([O-])(=O)=O.[Na+].[Na+]>C1(C)C=CC=CC=1>[C:1](=[O:26])([O:3][C@@H:4]([C:19]1[S:20][CH:21]=[C:22]([CH3:24])[N:23]=1)[CH:5]([C:15]([CH3:18])([CH3:17])[CH3:16])[C:6]1[C:14]2[C:9](=[CH:10][CH:11]=[CH:12][CH:13]=2)[NH:8][CH:7]=1)[NH2:2] |f:1.2.3|. Procedure details: A solution of tert-butyl-(1R)-1-(4-hydroxy-4-methyl-4,5-dihydrothiazol-2-yl)-2-(1H-indol-3-yl)ethyl carbamate (7.12 g, 18.9 mmol) in toluol (150 mL) was mixed with sodium sulphate (9.00 g) and stirred for 1 h with reflux. The mixture was filtered, the filtrate concentrated to low volume in a vacuum and the residue purified by flash chromatography (400 g, 20×7.5 cm) with ethyl acetate/cyclohexane (1:2). Starting materials: CC=1C=C(C=C(C1)C)NC(CC1=CC=C(C=C1)O)=O (N-(3,5-dimethylphenyl)-4-hydroxyphenylacetamide), [OH-].[Na+] (NaOH), C1(CCCCC1)=O (cyclohexanone), C(Cl)(Cl)Cl (CHCl3). The solvent is C1CCOC1 (THF). Run at time 8 hour. Product: Cl (HCl), C1(CCCCC1)C(=O)O (cyclohexanecarboxylic acid). RXN SMILES: CC1C=C(N[C:10](=[O:19])CC2C=CC(O)=CC=2)C=C(C)C=1.[OH-:20].[Na+].[C:22]1(=O)[CH2:27][CH2:26][CH2:25][CH2:24][CH2:23]1.C(Cl)(Cl)[Cl:30]>C1COCC1>[ClH:30].[CH:22]1([C:10]([OH:19])=[O:20])[CH2:27][CH2:26][CH2:25][CH2:24][CH2:23]1 |f:1.2|. Reported procedure: N-(3,5-dimethylphenyl)-4-hydroxyphenylacetamide (3.06 gms, 12 mmol) in THF is treated with 2.4 gms (60 mmol) of NaOH at -20° C. Subsequently 5.889 gms (60 mmol) of cyclohexanone and 4.8 ml (60 mmol) of CHCl3 is added dropwise simultaneously at -20° C. and stirred overnight at room temperature. THF is removed under vacuum and the residue is dissolved in water, followed by acidification with 35% HCl. The precipitated solid is extracted into ether and treated with 6% sodium bicarbonate solution. Th... Reactants: O=C([O-])[O-], CCOC(=O)C(Cl)Cl, Cc1ccc(S(=O)(=O)c2cc(O)c(O)cc2C)cc1, COCCOC, Cl, [K+], [K+]. Product: CCOC(=O)C1Oc2cc(C)c(S(=O)(=O)c3ccc(C)cc3)cc2O1. Reaction SMILES: [C:20](=[O:21])([O-:22])[O-:23].[CH2:26]([CH3:27])[O:28][C:29]([CH:30]([Cl:31])[Cl:32])=[O:33].[CH3:1][c:2]1[cH:3][c:4]([OH:19])[c:5]([OH:18])[cH:6][c:7]1[S:8](=[O:9])(=[O:10])[c:11]1[cH:12][cH:13][c:14]([CH3:17])[cH:15][cH:16]1.[CH3:35][O:36][CH2:37][CH2:38][O:39][CH3:40].[ClH:34].[K+:24].[K+:25]>>[CH3:1][c:2]1[cH:3][c:4]2[c:5]([cH:6][c:7]1[S:8](=[O:9])(=[O:10])[c:11]1[cH:12][cH:13][c:14]([CH3:17])[cH:15][cH:16]1)[O:18][CH:30]([C:29]([O:28][CH2:26][CH3:27])=[O:33])[O:19]2.